From a dataset of the Open Reaction Database (ORD), a public repository of structured organic reaction records. describe an organic reaction: reactants, conditions, products, and yield Reactants: O (H2O), ClC1=NC(=NC(=C1)Cl)SCC1=C(C(=CC=C1)F)F (4,6-Dichloro-2-[(2,3-difluorobenzyl)thio]pyrimidine), product, O[C@H]1CN(OC1)C(=O)OC(C)(C)C (1,1-dimethylethyl (S)-4-hydroxyisoxazolidine-2-carboxylate), [H-].[Na+] (Sodium hydride). Solvent: C1CCOC1 (THF). Reaction conditions: temperature 60 celsius. Yields the product ClC1=CC(=NC(=N1)SCC1=C(C(=CC=C1)F)F)O[C@H]1CN(OC1)C(=O)OC(C)(C)C (1,1-Dimethylethyl (S)-4-[6-chloro-2-[[(2,3-difluorophenyl)methyl]thio]pyrimidin-4-yloxy]-isoxazolidine-2-carboxylate). As a reaction SMILES: Cl[C:2]1[CH:7]=[C:6]([Cl:8])[N:5]=[C:4]([S:9][CH2:10][C:11]2[CH:16]=[CH:15][CH:14]=[C:13]([F:17])[C:12]=2[F:18])[N:3]=1.[OH:19][C@@H:20]1[CH2:24][O:23][N:22]([C:25]([O:27][C:28]([CH3:31])([CH3:30])[CH3:29])=[O:26])[CH2:21]1.[H-].[Na+].O>C1COCC1>[Cl:8][C:6]1[N:5]=[C:4]([S:9][CH2:10][C:11]2[CH:16]=[CH:15][CH:14]=[C:13]([F:17])[C:12]=2[F:18])[N:3]=[C:2]([O:19][C@@H:20]2[CH2:24][O:23][N:22]([C:25]([O:27][C:28]([CH3:31])([CH3:30])[CH3:29])=[O:26])[CH2:21]2)[CH:7]=1 |f:2.3|. Reported procedure: To a stirred solution of 4,6-Dichloro-2-[(2,3-difluorobenzyl)thio]pyrimidine (the product of Example 1, step ii) (0.25 g) and 1,1-dimethylethyl (S)-4-hydroxyisoxazolidine-2-carboxylate (0.16 g) in dry THF (5 mL) was added 60% Sodium hydride (0.034 g) over 5 min. The reaction mixture was stirred and heated at 60° C. for 7 days, H2O was added and the solvents were partially evaporated. The residue was extracted with EtOAc which was washed with H2O, dried (MgSO4) and the solvent evaporated under re...